Dataset: the Open Reaction Database (ORD), a public repository of structured organic reaction records. Task: describe an organic reaction: reactants, conditions, products, and yield The reactants are N12CC(C(CC1)CC2)OC2=CC=C(C=C2)C2=CC(=CC=C2)N (4′-(1-azabicyclo[2.2.2]oct-3-yloxy)-1,1′-biphenyl-3-amine), Cl (HCl), O1CCOCC1 (1,4-dioxane). Run in C(C)(=O)OCC (ethyl acetate). Yields the product Cl.N12CC(C(CC1)CC2)OC2=CC=C(C=C2)C2=CC(=CC=C2)N (4′-(1-azabicyclo[2.2.2]oct-3-yloxy)-1,1′-biphenyl-3-amine hydrochloride). Reaction SMILES: [N:1]12[CH2:8][CH2:7][CH:4]([CH2:5][CH2:6]1)[CH:3]([O:9][C:10]1[CH:15]=[CH:14][C:13]([C:16]3[CH:21]=[CH:20][CH:19]=[C:18]([NH2:22])[CH:17]=3)=[CH:12][CH:11]=1)[CH2:2]2.[ClH:23].O1CCOCC1>C(OCC)(=O)C>[ClH:23].[N:1]12[CH2:6][CH2:5][CH:4]([CH2:7][CH2:8]1)[CH:3]([O:9][C:10]1[CH:11]=[CH:12][C:13]([C:16]3[CH:21]=[CH:20][CH:19]=[C:18]([NH2:22])[CH:17]=3)=[CH:14][CH:15]=1)[CH2:2]2 |f:4.5|. Procedure details: The product of Example 1B (230 mg, 0.78 mmol) in ethyl acetate (5 mL) was treated with 4M HCl in 1,4-dioxane (0.5 mL, 2 mmol). The title compound was obtained as solid (210 mg, yield, 74%): 1H NMR (MeOH-d4, 300 MHz) δ 1.82-2.21 (m, 3H), 2.30-2.42 (m, 1H), 2.55-2.62 (m, 1H), 3.35-3.50 (m, 5H), 3.82-3.96 (m, 1H), 4.95-5.02 (m, 1H), 7.11 (dt, J=8.8, 2.0 Hz, 2H), 7.34 (ddd, J=9.1, 2.3, 1.3 Hz, 1H), 7.57-7.66 (m, 4H), 7.72 (ddd, J=7.8, 1.6, 1.0 Hz, 1H) ppm. MS (DCl/NH3) m/z 295 (M+H)+. Anal. Calculat... Reactants: C(OCC)(=O)Cl (ethyl chlorocarbonate), C(OCC)(=O)Cl (ethyl chlorocarbonate), C1(=CC=CC=C1)C (toluene), [OH-].[Na+] (sodium hydroxide), Cl.Cl.ClC1=CC=C(C=C1)[C@H]1N(CCN(C1)CC1=CC=CC=C1)CC=C ((R)-2-(4-chlorophenyl)-4-(phenylmethyl)-1-(2-propenyl)hexahydropyrazine dihydrochloride). Run in CCCCCC (hexane), O (water). Run at temperature 25 celsius, time 24 hour. Yields the product C(C)OC(=O)N1C[C@H](N(CC1)CC=C)C1=CC=C(C=C1)Cl ((R)-ethyl-3-(4-chlorophenyl)-4-(2-propenyl)hexahydro-1-pyrazinecarboxylate). Yield: 7.3%. Reaction SMILES: Cl.Cl.[Cl:3][C:4]1[CH:9]=[CH:8][C:7]([C@@H:10]2[CH2:15][N:14](CC3C=CC=CC=3)[CH2:13][CH2:12][N:11]2[CH2:23][CH:24]=[CH2:25])=[CH:6][CH:5]=1.C1(C)C=CC=CC=1.[OH-].[Na+].[C:35](Cl)(=[O:39])[O:36][CH2:37][CH3:38]>O.CCCCCC>[CH2:37]([O:36][C:35]([N:14]1[CH2:13][CH2:12][N:11]([CH2:23][CH:24]=[CH2:25])[C@H:10]([C:7]2[CH:6]=[CH:5][C:4]([Cl:3])=[CH:9][CH:8]=2)[CH2:15]1)=[O:39])[CH3:38] |f:0.1.2,4.5|. Procedure details: In distilled water (5 mL), (R)-2-(4-Chlorophenyl)-4-(phenylmethyl)-1-(2-propenyl)hexahydropyrazine dihydrochloride (400 mg, 1.0 mmol) produced in Example 18 was dissolved. To the solution, toluene (5 mL) and 30 wt % aqueous solution of sodium hydroxide (401 mg, 3.0 equivalents) were added. After the organic layer and aqueous layer were separated, the organic layer was washed twice with distilled water (5 mL) and then concentrated. To the concentrate, hexane (5 mL) and ethyl chlorocarbonate (163 ... Reactants: O=C([O-])O, CON(C)C(=O)CC1CC(CS(=O)(=O)c2nnnn2-c2ccccc2)OC(C)(C)O1, C[Si](C)(C)[N-][Si](C)(C)C, O=Cc1c(C2CC2)nc2ccccc2c1-c1ccc(F)cc1, [Li+], [Na+], C1CCOC1. Yields the product CON(C)C(=O)CC1CC(C=Cc2c(C3CC3)nc3ccccc3c2-c2ccc(F)cc2)OC(C)(C)O1. As a reaction SMILES: [C:63](=[O:64])([OH:65])[O-:66].[CH3:1][C:2]1([CH3:30])[O:3][CH:4]([CH2:15][S:16]([c:17]2[n:18](-[c:19]3[cH:20][cH:21][cH:22][cH:23][cH:24]3)[n:25][n:26][n:27]2)(=[O:28])=[O:29])[CH2:5][CH:6]([CH2:8][C:9](=[O:10])[N:11]([CH3:12])[O:13][CH3:14])[O:7]1.[CH3:53][Si:54]([N-:55][Si:56]([CH3:57])([CH3:58])[CH3:59])([CH3:60])[CH3:61].[CH:31]1([c:34]2[n:35][c:36]3[cH:37][cH:38][cH:39][cH:40][c:41]3[c:42](-[c:46]3[cH:47][cH:48][c:49]([F:52])[cH:50][cH:51]3)[c:43]2[CH:44]=[O:45])[CH2:32][CH2:33]1.[Li+:62].[Na+:67].[O:68]1[CH2:69][CH2:70][CH2:71][CH2:72]1>>[CH3:1][C:2]1([CH3:30])[O:3][CH:4]([CH:15]=[CH:44][c:43]2[c:34]([CH:31]3[CH2:32][CH2:33]3)[n:35][c:36]3[cH:37][cH:38][cH:39][cH:40][c:41]3[c:42]2-[c:46]2[cH:47][cH:48][c:49]([F:52])[cH:50][cH:51]2)[CH2:5][CH:6]([CH2:8][C:9](=[O:10])[N:11]([CH3:12])[O:13][CH3:14])[O:7]1.